This data is from the Open Reaction Database (ORD), a public repository of structured organic reaction records. The task is: describe an organic reaction: reactants, conditions, products, and yield Starting materials: Cl (hydrochloric acid), N(=O)[O-].[Na+] (sodium nitrite), NC1=CC=C(C=C1)S(=O)(=O)NC1=C(C(=O)NCCCN2C=NC=C2)C=CC=C1 (2-(4-aminobenzenesulphonamido)-N-(3-imidazol-1-ylpropyl)benzamide), resultant solution, [I-].[K+] (potassium iodide), [OH-].[Na+] (sodium hydroxide). Solvent: O (water), O (water), O (water). Run at temperature 95 celsius. Product: IC1=CC=C(C=C1)S(=O)(=O)NC1=C(C(=O)NCCCN2C=NC=C2)C=CC=C1 (2-(4-iodobenzenesulphonamido)-N-(3-imidazol-1-ylpropyl)benzamide). RXN SMILES: N[C:2]1[CH:7]=[CH:6][C:5]([S:8]([NH:11][C:12]2[CH:28]=[CH:27][CH:26]=[CH:25][C:13]=2[C:14]([NH:16][CH2:17][CH2:18][CH2:19][N:20]2[CH:24]=[CH:23][N:22]=[CH:21]2)=[O:15])(=[O:10])=[O:9])=[CH:4][CH:3]=1.Cl.N([O-])=O.[Na+].[I-:34].[K+].[OH-].[Na+]>O>[I:34][C:2]1[CH:7]=[CH:6][C:5]([S:8]([NH:11][C:12]2[CH:28]=[CH:27][CH:26]=[CH:25][C:13]=2[C:14]([NH:16][CH2:17][CH2:18][CH2:19][N:20]2[CH:24]=[CH:23][N:22]=[CH:21]2)=[O:15])(=[O:10])=[O:9])=[CH:4][CH:3]=1 |f:2.3,4.5,6.7|. Reported procedure: A solution of 2-(4-aminobenzenesulphonamido)-N-(3-imidazol-1-ylpropyl)benzamide (11.0 g; hereinbefore prepared in Example 16) in a mixture of concentrated hydrochloric acid (9.5 ml) and water (50 ml) was cooled to between 0° C. and 5° C. whilst a solution of sodium nitrite (2.09 g) in water (15 ml) was added dropwise over 15 minutes. A solution of potassium iodide (4.58 g) in water (10 ml) was then added over 30 minutes, maintaining a temperature between 0° C. and 10° C. The mixture was then hea... Reactants: C(C)(C)(C)O[C@H](C(=O)OC)C=1C(=NC=2N(C1C(C)C)N=C(C2)C2=CC(=CC=C2)Cl)C ((S)-methyl 2-(tert-butoxy)-2-(2-(3-chlorophenyl)-7-isopropyl-5-methylpyrazolo[1,5-a]pyrimidin-6-yl)acetate), [OH-].[Na+] (NaOH), Cl (HCl). Run in CO (MeOH). Yields the product C(C)(C)(C)O[C@H](C(=O)O)C=1C(=NC=2N(C1C(C)C)N=C(C2)C2=CC(=CC=C2)Cl)C ((S)-2-(tert-butoxy)-2-(2-(3-chlorophenyl)-7-isopropyl-5-methylpyrazolo[1,5-a]pyrimidin-6-yl)acetic acid). Yield: 93.6%. Reaction SMILES: [C:1]([O:5][C@@H:6]([C:11]1[C:12]([CH3:30])=[N:13][C:14]2[N:15]([N:20]=[C:21]([C:23]3[CH:28]=[CH:27][CH:26]=[C:25]([Cl:29])[CH:24]=3)[CH:22]=2)[C:16]=1[CH:17]([CH3:19])[CH3:18])[C:7]([O:9]C)=[O:8])([CH3:4])([CH3:3])[CH3:2].[OH-].[Na+].Cl>CO>[C:1]([O:5][C@@H:6]([C:11]1[C:12]([CH3:30])=[N:13][C:14]2[N:15]([N:20]=[C:21]([C:23]3[CH:28]=[CH:27][CH:26]=[C:25]([Cl:29])[CH:24]=3)[CH:22]=2)[C:16]=1[CH:17]([CH3:19])[CH3:18])[C:7]([OH:9])=[O:8])([CH3:2])([CH3:3])[CH3:4] |f:1.2|. Procedure: A solution of (S)-methyl 2-(tert-butoxy)-2-(2-(3-chlorophenyl)-7-isopropyl-5-methylpyrazolo[1,5-a]pyrimidin-6-yl)acetate (0.060 g, 0.140 mmol) and 1M NaOH (1 ml, 1.000 mmol) in MeOH (5 mL) was heated at 60° C. for 16 h. Then, the reaction mixture was cooled, neutralized with 1M HCl (1 mL), concentrated and the residue was diluted with Et2O (25 mL), washed with 0.1M NH4OAc (5 mL), brine (5 mL), dried (Na2SO4), filtered and concentrated to give (S)-2-(tert-butoxy)-2-(2-(3-chlorophenyl)-7-isopropyl... As a reaction SMILES: [F:1][C:2]([F:15])([F:14])[C:3]1[CH:8]=[CH:7][CH:6]=[CH:5][C:4]=1[CH2:9][CH2:10][C:11]([OH:13])=O.[Cl:16][C:17]1[CH:18]=[CH:19][CH:20]=[C:21]2[C:30]=1[C:24]1([CH2:29][CH2:28][NH:27][CH2:26][CH2:25]1)[CH2:23][CH:22]2[CH2:31][C:32]([O:34]CC)=[O:33]>>[Cl:16][C:17]1[CH:18]=[CH:19][CH:20]=[C:21]2[C:30]=1[C:24]1([CH2:25][CH2:26][N:27]([C:11](=[O:13])[CH2:10][CH2:9][C:4]3[CH:5]=[CH:6][CH:7]=[CH:8][C:3]=3[C:2]([F:1])([F:15])[F:14])[CH2:28][CH2:29]1)[CH2:23][CH:22]2[CH2:31][C:32]([OH:34])=[O:33]. The product is ClC=1C=CC=C2C(CC3(CCN(CC3)C(CCC3=C(C=CC=C3)C(F)(F)F)=O)C12)CC(=O)O (2-(7-chloro-1′-(3-(2-(trifluoromethyl)phenyl)propanoyl)-2,3-dihydrospiro[indene-1,4′-piperidine]-3-yl)acetic acid). Starting materials: FC(C1=C(C=CC=C1)CCC(=O)O)(F)F (3-(2-(trifluoromethyl)phenyl)propanoic acid), ClC=1C=CC=C2C(CC3(CCNCC3)C12)CC(=O)OCC (ethyl 2-(7-chloro-2,3-dihydrospiro[indene-1,4′-piperidine]-3-yl)acetate). Reported procedure: The title compound was prepared following a procedure analogous to that described in Example 1 using 3-(2-(trifluoromethyl)phenyl)propanoic acid and ethyl 2-(7-chloro-2,3-dihydrospiro[indene-1,4′-piperidine]-3-yl)acetate followed by a procedure analogous to that in Example 2. LC-MS Method 1 tR=1.93, min, m/z=482, 480